From a dataset of the Open Reaction Database (ORD), a public repository of structured organic reaction records. describe an organic reaction: reactants, conditions, products, and yield The reactants are BrC1=CC(=C(C=C1)N[C@@H]1[C@H](CN(C1)C)O)[N+](=O)[O-] ((3S,4S)-4-(4-bromo-2-nitrophenylamino)-1-methylpyrrolidin-3-ol), C(=O)([O-])[O-].[K+].[K+] (K2CO3), FC=1C=CC\2=C(OCC3=C(/C2=C\B2OC(C(O2)(C)C)(C)C)C=CC=C3)C1 ((E)-2-((3-fluorodibenzo[b,e]oxepin-11(6H)-ylidene)methyl)-4,4,5,5-tetramethyl-1,3,2-dioxaborolane), C1(=CC=CC=C1)P(C1=CC=CC=C1)C1=CC=CC=C1 (triphenylphosphine). The reagents and catalysts are C(C)(=O)[O-].[Pd+2].C(C)(=O)[O-] (palladium (II) acetate). The solvent is O1CCOCC1.O (dioxane water), O (water), ClCCl (dichloromethane). Reaction conditions: temperature 82 celsius. The product is FC=1C=CC\2=C(OCC3=C(/C2=C\C2=CC(=C(C=C2)N[C@@H]2[C@H](CN(C2)C)O)[N+](=O)[O-])C=CC=C3)C1 ((3S,4S)-4-(4-((E)-(3-fluorodibenzo[b,e]oxepin-11(6H)-ylidene)methyl)-2-nitrophenylamino)-1-methylpyrrolidin-3-ol). Yield: 55.8%. As a reaction SMILES: Br[C:2]1[CH:7]=[CH:6][C:5]([NH:8][C@H:9]2[CH2:13][N:12]([CH3:14])[CH2:11][C@@H:10]2[OH:15])=[C:4]([N+:16]([O-:18])=[O:17])[CH:3]=1.[F:19][C:20]1[CH:21]=[CH:22][C:23]2=[C:24]([CH:44]=1)[O:25][CH2:26][C:27]1[CH:43]=[CH:42][CH:41]=[CH:40][C:28]=1/[C:29]/2=[CH:30]\B1OC(C)(C)C(C)(C)O1.C1(P(C2C=CC=CC=2)C2C=CC=CC=2)C=CC=CC=1.C([O-])([O-])=O.[K+].[K+]>O1CCOCC1.O.O.ClCCl.C([O-])(=O)C.[Pd+2].C([O-])(=O)C>[F:19][C:20]1[CH:21]=[CH:22][C:23]2=[C:24]([CH:44]=1)[O:25][CH2:26][C:27]1[CH:43]=[CH:42][CH:41]=[CH:40][C:28]=1/[C:29]/2=[CH:30]\[C:2]1[CH:7]=[CH:6][C:5]([NH:8][C@H:9]2[CH2:13][N:12]([CH3:14])[CH2:11][C@@H:10]2[OH:15])=[C:4]([N+:16]([O-:18])=[O:17])[CH:3]=1 |f:3.4.5,6.7,10.11.12|. Procedure details: Combine (3S,4S)-4-(4-bromo-2-nitrophenylamino)-1-methylpyrrolidin-3-ol (17.6 mmol, 5.55 g), (E)-2-((3-fluorodibenzo[b,e]oxepin-11(6H)-ylidene)methyl)-4,4,5,5-tetramethyl-1,3,2-dioxaborolane (16.0 mmol, 5.62 g), triphenylphosphine (2.87 mmol, 0.75 g), and K2CO3 (44.7 mmol, 6.18 g) in 110 mL of dioxane:water (3:1). Degas the mixture by bubbling with nitrogen for five min, add palladium (II) acetate (0.48 mmol, 322 mg), and heat at 82° C. under nitrogen for 3.5 h. Cool to room temperature, dilute w... The reactants are CN(C)C=O, COC(OC)c1ccc([N+](=O)[O-])c(Nc2nc(-c3cccc(Cl)c3)c(C(N)=O)s2)c1, Cl. Yields the product NC(=O)c1sc(Nc2cc(C=O)ccc2[N+](=O)[O-])nc1-c1cccc(Cl)c1. Reaction SMILES: [CH3:32][N:33]([CH3:34])[CH:35]=[O:36].[Cl:1][c:2]1[cH:3][c:4](-[c:8]2[n:9][c:10]([NH:16][c:17]3[c:18]([N+:28](=[O:29])[O-:30])[cH:19][cH:20][c:21]([CH:23]([O:24][CH3:27])[O:25][CH3:26])[cH:22]3)[s:11][c:12]2[C:13](=[O:14])[NH2:15])[cH:5][cH:6][cH:7]1.[ClH:31]>>[Cl:1][c:2]1[cH:3][c:4](-[c:8]2[n:9][c:10]([NH:16][c:17]3[c:18]([N+:28](=[O:29])[O-:30])[cH:19][cH:20][c:21]([CH:23]=[O:24])[cH:22]3)[s:11][c:12]2[C:13](=[O:14])[NH2:15])[cH:5][cH:6][cH:7]1. Reactants: CO, COc1ccc(C(=O)NCc2cccc(C(=O)Nc3nc4c(s3)CC(NC(=O)C(F)(F)F)CC4)c2)cc1Cl, [K+], [K+], O=C([O-])[O-], CN(C)C=O, O. The product is COc1ccc(C(=O)NCc2cccc(C(=O)Nc3nc4c(s3)CC(N)CC4)c2)cc1Cl. RXN SMILES: [CH3:46][OH:47].[Cl:1][c:2]1[cH:3][c:4]([C:5](=[O:6])[NH:7][CH2:8][c:9]2[cH:10][c:11]([C:15]([NH:16][c:17]3[s:18][c:19]4[c:20]([n:21]3)[CH2:22][CH2:23][CH:24]([NH:26][C:27](=[O:28])[C:29]([F:30])([F:31])[F:32])[CH2:25]4)=[O:33])[cH:12][cH:13][cH:14]2)[cH:34][cH:35][c:36]1[O:37][CH3:38].[K+:40].[K+:41].[O-:42][C:43]([O-:44])=[O:45].[O:48]=[CH:49][N:50]([CH3:51])[CH3:52].[OH2:39]>>[Cl:1][c:2]1[cH:3][c:4]([C:5](=[O:6])[NH:7][CH2:8][c:9]2[cH:10][c:11]([C:15]([NH:16][c:17]3[s:18][c:19]4[c:20]([n:21]3)[CH2:22][CH2:23][CH:24]([NH2:26])[CH2:25]4)=[O:33])[cH:12][cH:13][cH:14]2)[cH:34][cH:35][c:36]1[O:37][CH3:38].